Dataset: the Open Reaction Database (ORD), a public repository of structured organic reaction records. Task: describe an organic reaction: reactants, conditions, products, and yield The reactants are C(=O)C=C (acrolein), CC(C=CC)N1CCOCC1 (N-(3-penten-2-yl)-morpholine), CN (methylamine). Reagents/catalysts: [Pd] (palladium). Conditions: temperature 25 celsius, time 15 hour. The product is CNC1=C(C=CC=C1C)C (N-methyl-2,6-dimethylaniline). As a reaction SMILES: [CH:1]([CH:3]=[CH2:4])=O.[CH3:5][CH:6](N1CCOCC1)[CH:7]=[CH:8][CH3:9].[CH3:16][NH2:17]>[Pd]>[CH3:16][NH:17][C:4]1[C:8]([CH3:9])=[CH:7][CH:6]=[CH:5][C:3]=1[CH3:1]. Reported procedure: 14.0 g (0.25 mol) of acrolein is added dropwise at 25° to 30° C. to 23.3 g (0.15 mol) of N-(3-penten-2-yl)-morpholine. The mixture obtained is stirred for 15 hours at 25° C. and subsequently, for further 15 hours at 50° C. Then the mixture is transferred into an autoclave and after addition of 400 ml of a 40% by weight aqueous solution of methylamine and 10.0 g of palladium coal (5%), the whole is heated under a nitrogen pressure of 50 bar for 5 hours at 280° to 290° C. Subsequently the catalyst...